The task is: describe an organic reaction: reactants, conditions, products, and yield. This data is from the Open Reaction Database (ORD), a public repository of structured organic reaction records. Reactants: C(C1=CC(C(=O)OC)=CC=C1)(=O)OC (dimethyl isophthalate), [OH-].[Na+] (NaOH). Run in CC(=O)C (acetone), CO (methanol). Conditions: time 18 hour. Product: COC(C1=CC(C(=O)O)=CC=C1)=O (Isophthalic acid monomethyl ester). The yield is 73.0%. RXN SMILES: [C:1]([O:13]C)(=[O:12])[C:2]1[CH:11]=[CH:10][CH:9]=[C:4]([C:5]([O:7][CH3:8])=[O:6])[CH:3]=1.[OH-].[Na+]>CC(C)=O.CO>[CH3:8][O:7][C:5](=[O:6])[C:4]1[CH:9]=[CH:10][CH:11]=[C:2]([C:1]([OH:13])=[O:12])[CH:3]=1 |f:1.2|. Reported procedure: A solution of dimethyl isophthalate (25 g, 128.75 mmol) was dissolved in acetone (250 mL) and a solution of NaOH (5.4 g, 135 mmol) in methanol (50 mL) was added dropwise. A white precipitated was observed and the slurry was stirred for 18 h at room temperature. Then powdered NaOH (0.5 g) was added. The acetone was evaporated until dryness and the white residue was dissolved in water (250 mL), extracted with diethylether (2×100 mL). The aqueous solution was acidified with concentrated HCl to pH 4...